From a dataset of the Open Reaction Database (ORD), a public repository of structured organic reaction records. describe an organic reaction: reactants, conditions, products, and yield Starting materials: 2-(5-(2,5-difluorophenyl)-3-((S-2-methoxypropanoyl)-2-phenyl-2,3-dihydro-1,3,4-thiadiazol-2-yl)ethyl)acetamidine, C(#N)N=C(C)OCC (ethyl N-cyanoacetimidate), Cl.NCCC1(SC(=NN1C([C@H](C)OC)=O)C1=C(C=CC(=C1)F)F)C1=CC=CC=C1 ((2S)—(2-(2-aminoethyl)-5-(2,5-difluorophenyl)-2-phenyl-1,3,4-thiadiazol-3(2H)-yl)-2-methoxypropan-1-one hydrochloride), C(C)(C)N(CC)C(C)C (diisopropylethylamine). Solvent: CCO (EtOH), C(=O)([O-])[O-].[Na+].[Na+] (Na2CO3). Reaction conditions: time 14 hour. The product is C(#N)N=C(C)NCCC1(SC(=NN1C([C@H](C)OC)=O)C1=C(C=CC(=C1)F)F)C1=CC=CC=C1 (N′-cyano-N-(2-(5-(2,5-difluorophenyl)-3-((S)-2-methoxypropanoyl)-2-phenyl-2,3-dihydro-1,3,4-thiadiazol-2-yl)ethyl)acetamidine). The yield is 73.0%. RXN SMILES: [C:1]([N:3]=[C:4](OCC)[CH3:5])#[N:2].Cl.[NH2:10][CH2:11][CH2:12][C:13]1([C:32]2[CH:37]=[CH:36][CH:35]=[CH:34][CH:33]=2)[N:17]([C:18](=[O:23])[C@@H:19]([O:21][CH3:22])[CH3:20])[N:16]=[C:15]([C:24]2[CH:29]=[C:28]([F:30])[CH:27]=[CH:26][C:25]=2[F:31])[S:14]1.C(N(C(C)C)CC)(C)C>CCO.C([O-])([O-])=O.[Na+].[Na+]>[C:1]([N:3]=[C:4]([NH:10][CH2:11][CH2:12][C:13]1([C:32]2[CH:33]=[CH:34][CH:35]=[CH:36][CH:37]=2)[N:17]([C:18](=[O:23])[C@@H:19]([O:21][CH3:22])[CH3:20])[N:16]=[C:15]([C:24]2[CH:29]=[C:28]([F:30])[CH:27]=[CH:26][C:25]=2[F:31])[S:14]1)[CH3:5])#[N:2] |f:1.2,5.6.7|. Reported procedure: Preparation of N′-cyano-N-(2-(5-(2,5-difluorophenyl)-3-((S-2-methoxypropanoyl)-2-phenyl-2,3-dihydro-1,3,4-thiadiazol-2-yl)ethyl)acetamidine: To a solution of ethyl N-cyanoacetimidate (0.025 g, 0.22 mmol) and (2S)—(2-(2-aminoethyl)-5-(2,5-difluorophenyl)-2-phenyl-1,3,4-thiadiazol-3(2H)-yl)-2-methoxypropan-1-one hydrochloride (0.018 g, 0.038 mmol) in EtOH (0.3 mL) was added diisopropylethylamine (0.033 mL, 0.19 mmol). After stirring at room temperature for 14 hours, the mixture was diluted with 10... The reactants are CCCc1[nH]c(=O)[nH]c(=O)c1Br, c1ccc(CN2CCNCC2)cc1, CCO, [F-], [K+], O. Yields the product CCCc1[nH]c(=O)[nH]c(=O)c1N1CCN(Cc2ccccc2)CC1. As a reaction SMILES: [Br:1][c:2]1[c:3](=[O:12])[nH:4][c:5](=[O:11])[nH:6][c:7]1[CH2:8][CH2:9][CH3:10].[CH2:15]([c:16]1[cH:17][cH:18][cH:19][cH:20][cH:21]1)[N:22]1[CH2:23][CH2:24][NH:25][CH2:26][CH2:27]1.[CH3:28][CH2:29][OH:30].[F-:13].[K+:14].[OH2:31]>>[c:2]1([N:25]2[CH2:24][CH2:23][N:22]([CH2:15][c:16]3[cH:17][cH:18][cH:19][cH:20][cH:21]3)[CH2:27][CH2:26]2)[c:3](=[O:12])[nH:4][c:5](=[O:11])[nH:6][c:7]1[CH2:8][CH2:9][CH3:10]. Starting materials: BrC=1C=CC(=NC1)C=O (5-Bromo-pyridine-2-carbaldehyde), C[Mg]Br (methyl magnesium bromide), [Cl-].[NH4+] (ammonium chloride). Solvent: O1CCCC1 (tetrahydrofuran). Conditions: temperature 0 celsius, time 6 hour. Yields the product BrC=1C=CC(=NC1)C(C)O (1-(5-Bromo-pyridin-2-yl)-ethanol). Yield: 73.7%. As a reaction SMILES: [Br:1][C:2]1[CH:3]=[CH:4][C:5]([CH:8]=[O:9])=[N:6][CH:7]=1.[CH3:10][Mg]Br.[Cl-].[NH4+]>O1CCCC1>[Br:1][C:2]1[CH:3]=[CH:4][C:5]([CH:8]([OH:9])[CH3:10])=[N:6][CH:7]=1 |f:2.3|. Procedure details: To a stirred solution of 5-Bromo-pyridine-2-carbaldehyde (10 g, 53.76 mmol) in tetrahydrofuran (200 mL) at 0° C. is added drop wise methyl magnesium bromide (45 mL, 64.51 mmol). Reaction mixture is stirred 0° C. for 6 hours and diluted using saturated ammonium chloride solution and extracted with ethyl acetate. Organic layer is dried over sodium sulphate, concentrated and purified by combiflash using 25% ethyl acetate in hexane as an eluent to give the title compound (8 g). 1H NMR (400 MHz, DMSO... The reactants are NC1=CC=C(C=C1)C(=O)N1C2CC(CC(C1)(C2)C)(C)C ((4-amino-phenyl)-(1,3,3-trimethyl-6-aza-bicyclo[3.2.1]oct-6-yl)-methanone), TEA, ClCC(=O)Cl (chloroacetyl chloride). Solvent: C1CCOC1 (THF). Reaction conditions: time 75 minute. Yields the product ClCC(=O)NC1=CC=C(C=C1)C(=O)N1C2CC(CC(C1)(C2)C)(C)C (2-chloro-N-[4-(1,3,3-trimethyl-6-aza-bicyclo[3.2.1]octane-6-carbonyl)-phenyl]-acetamide). Isolated yield 85.9%. RXN SMILES: [NH2:1][C:2]1[CH:7]=[CH:6][C:5]([C:8]([N:10]2[CH2:16][C:15]3([CH3:18])[CH2:17][CH:11]2[CH2:12][C:13]([CH3:20])([CH3:19])[CH2:14]3)=[O:9])=[CH:4][CH:3]=1.[Cl:21][CH2:22][C:23](Cl)=[O:24]>C1COCC1>[Cl:21][CH2:22][C:23]([NH:1][C:2]1[CH:3]=[CH:4][C:5]([C:8]([N:10]2[CH2:16][C:15]3([CH3:18])[CH2:17][CH:11]2[CH2:12][C:13]([CH3:20])([CH3:19])[CH2:14]3)=[O:9])=[CH:6][CH:7]=1)=[O:24]. Procedure details: To a solution of (4-amino-phenyl)-(1,3,3-trimethyl-6-aza-bicyclo[3.2.1]oct-6-yl)-methanone (3.0 g, 11.01 mmol) and TEA (3.1 ml, 22.03 mmol) in dry THF (100 ml) was added dropwise chloroacetyl chloride (1.05 ml, 13.22 mmol). The mixture was stirred for 75 min. and evaporated followed by addition of water 75 (ml). The aqueous phase was extracted with EtOAc (2×50 ml) and the combined organic phases were dried (Na2SO4), filtered and evaporated in vacuo. The resulting residue was dissolved in EtOAc (... Reactants: OCCN(C(=O)C=CCOC=1C=C2C=CC(NC2=CC1)=O)C1CCCCC1 (6-{3-[N-(2-hydroxyethyl)-N-cyclohexylaminocarbonyl]-2-propenyloxy}carbostyril). The reagents and catalysts are [C].[Pd] (palladiumcarbon). Run in CO (methanol). Conditions: time 5 hour. The product is OCCN(C(=O)CCCOC=1C=C2C=CC(NC2=CC1)=O)C1CCCCC1 (6-{3-[N-(2-hydroxyethyl)-N-cyclohexylaminocarbonyl]propoxy}carbostyril). RXN SMILES: [OH:1][CH2:2][CH2:3][N:4]([CH:22]1[CH2:27][CH2:26][CH2:25][CH2:24][CH2:23]1)[C:5]([CH:7]=[CH:8][CH2:9][O:10][C:11]1[CH:12]=[C:13]2[C:18](=[CH:19][CH:20]=1)[NH:17][C:16](=[O:21])[CH:15]=[CH:14]2)=[O:6]>CO.[C].[Pd]>[OH:1][CH2:2][CH2:3][N:4]([CH:22]1[CH2:27][CH2:26][CH2:25][CH2:24][CH2:23]1)[C:5]([CH2:7][CH2:8][CH2:9][O:10][C:11]1[CH:12]=[C:13]2[C:18](=[CH:19][CH:20]=1)[NH:17][C:16](=[O:21])[CH:15]=[CH:14]2)=[O:6] |f:2.3|. Procedure details: 1.0 Gram of 6-{3-[N-(2-hydroxyethyl)-N-cyclohexylaminocarbonyl]-2-propenyloxy}carbostyril was dissolved in 50 ml of methanol and 0.1 g of 5% palladiumcarbon was added. The mixture was catalytically hydrogenated at a room temperature under an atmospheric pressure for 5 hours. After the reaction was completed, the catalyst was removed by filtration and the filtrate was concentrated by distillation under a reduced pressure to dryness. The residue thus obtained was recrystallized from chloroform-pet... Starting materials: C(CCl)Cl (EDC), C(=O)(O)C=1C=CC2=C(CN(C(C(N2)CC(=O)OC)=O)C)C1 (methyl (±)-7-carboxy-4-methyl-3-oxo-2,3,4,5-tetrahydro-1H-1,4-benzodiazepine-2-acetate), NCC=1C=NC=CC1 (3-(aminomethyl)pyridine), C=1C=CC2=C(C1)N=NN2O (HOBT), O (H2O), C(C)(C)N(CC)C(C)C (diisopropylethylamine). Solvent: CN(C)C=O (DMF). Reaction conditions: time 23.5 hour. Product: CN1C(C(NC2=C(C1)C=C(C=C2)C(=O)NCC=2C=NC=CC2)CC(=O)OC)=O (Methyl (±)-4-methyl-3-oxo-7-[[[(3-pyridinyl)methyl]amino]carbonyl]-2,3,4,5-tetrahydro-1H-1,4-benzodiazepine-2-acetate). As a reaction SMILES: C(Cl)CCl.[C:5]([C:8]1[CH:9]=[CH:10][C:11]2[NH:17][CH:16]([CH2:18][C:19]([O:21][CH3:22])=[O:20])[C:15](=[O:23])[N:14]([CH3:24])[CH2:13][C:12]=2[CH:25]=1)([OH:7])=O.[NH2:26][CH2:27][C:28]1[CH:29]=[N:30][CH:31]=[CH:32][CH:33]=1.C1C=CC2N(O)N=NC=2C=1.O.C(N(C(C)C)CC)(C)C>CN(C=O)C>[CH3:24][N:14]1[CH2:13][C:12]2[CH:25]=[C:8]([C:5]([NH:26][CH2:27][C:28]3[CH:29]=[N:30][CH:31]=[CH:32][CH:33]=3)=[O:7])[CH:9]=[CH:10][C:11]=2[NH:17][CH:16]([CH2:18][C:19]([O:21][CH3:22])=[O:20])[C:15]1=[O:23]. Reported procedure: EDC (229.4 mg, 1.2 mmol) was added to a solution of methyl (±)-7-carboxy-4-methyl-3-oxo-2,3,4,5-tetrahydro-1H-1,4-benzodiazepine-2-acetate (292.3 mg, 1.0 mmol), 3-(aminomethyl)pyridine (0.122 mL, 1.2 mmol), HOBT.H2O (162.2 mg, 1.2 mmol), and diisopropylethylamine (0.35 mL, 2.0 mmol) in anhydrous DMF (5 mL) at RT. After 23.5 h, the reaction was concentrated on the rotavap (high vacuum), and the residue was partitioned between 10% aqueous Na2CO3 and CHCl3. This caused a solid to precipitate. The l... The reactants are O.O.Cl[Sn]Cl (SnCl2.2H2O), NC=1C(=NC=CC1)OC (3-amino-2-methoxypyridine), N(=O)[O-].[Na+] (NaNO2), [OH-].[K+] (KOH). Solvent: Cl (HCl), O (water), Cl (HCl), O (water). Reaction conditions: temperature 0 celsius, time 30 minute. Product: N(N)C=1C(=NC=CC1)OC (3-hydrazinyl-2-methoxypyridine). Yield: 84.1%. RXN SMILES: [NH2:1][C:2]1[C:3]([O:8][CH3:9])=[N:4][CH:5]=[CH:6][CH:7]=1.[N:10]([O-])=O.[Na+].O.O.Cl[Sn]Cl.[OH-].[K+]>Cl.O>[NH:1]([C:2]1[C:3]([O:8][CH3:9])=[N:4][CH:5]=[CH:6][CH:7]=1)[NH2:10] |f:1.2,3.4.5,6.7|. Procedure: To a stirred solution of 3-amino-2-methoxypyridine (5 g, 40.3 mmol) in 6N HCl (80 mL) was added dropwise a solution of NaNO2 (2.78 g, 40.3 mmol) in water (50 mL) at 0° C. After 30 min at this temperature, a solution of SnCl2.2H2O (22.72 g, 101 mmol) in 6N HCl (80 mL) was added dropwise at 0° C. The reaction mixture was stirred 90 min at 0° C. The reaction mixture was adjusted to pH˜10-11 with a solution of KOH 40% in water and extracted with EtOAc. The combined organic layers were washed with wa... The reactants are OC1CCNCC1 (4-hydroxy-piperidine), C(#N)C1=CNC2=CC=C(C=C12)CCNC(C1=CC=C(C=C1)C1=NC(=NC=C1)Cl)=O (N-[2-(3-Cyano-1H-indol-5-yl)-ethyl]-4-[2-chloro-pyrimidin-4-yl]-benzamide). Yields the product C(#N)C1=CNC2=CC=C(C=C12)CCNC(C1=CC=C(C=C1)C1=NC(=NC=C1)N1CCC(CC1)O)=O (N-[2-(3-cyano-1H-indol-5-yl)-ethyl]-4-[2-(4-hydroxy-piperidin-1-yl)-pyrimidin-4-yl]-benzamide). RXN SMILES: [OH:1][CH:2]1[CH2:7][CH2:6][NH:5][CH2:4][CH2:3]1.[C:8]([C:10]1[C:18]2[C:13](=[CH:14][CH:15]=[C:16]([CH2:19][CH2:20][NH:21][C:22](=[O:36])[C:23]3[CH:28]=[CH:27][C:26]([C:29]4[CH:34]=[CH:33][N:32]=[C:31](Cl)[N:30]=4)=[CH:25][CH:24]=3)[CH:17]=2)[NH:12][CH:11]=1)#[N:9]>>[C:8]([C:10]1[C:18]2[C:13](=[CH:14][CH:15]=[C:16]([CH2:19][CH2:20][NH:21][C:22](=[O:36])[C:23]3[CH:28]=[CH:27][C:26]([C:29]4[CH:34]=[CH:33][N:32]=[C:31]([N:5]5[CH2:6][CH2:7][CH:2]([OH:1])[CH2:3][CH2:4]5)[N:30]=4)=[CH:25][CH:24]=3)[CH:17]=2)[NH:12][CH:11]=1)#[N:9]. Reported procedure: Using 4-hydroxy-piperidine and N-[2-(3-Cyano-1H-indol-5-yl)-ethyl]-4-[2-chloro-pyrimidin-4-yl]-benzamide (reference example 1az) as substrates. 1H NMR (DMSO) δ 1.36 (m, 2H); 1.82 (m, 2H); 2.98 (t, 2H, J=7 Hz); 3.34 (m, 2H); 3.55 (m, 2H); 3.76 (bs, 1H); 4.39 (bd, 2H); 4.75 (bs, 1H); 7.20 (m, 2H); 7.48 (m, 2H); 7.92 (d, 2H, J=9 Hz); 8.20 (m, 3H); 8.45 (d, 1H, J=5 Hz); 8.67 (bt, 1H); 12.12 (bs, 1H). MS (ion spray) m/z 467 (M+H)+.